This data is from the Open Reaction Database (ORD), a public repository of structured organic reaction records. The task is: describe an organic reaction: reactants, conditions, products, and yield The reactants are [Li]CCCC, C1CCOC1, CCOC(=O)CCCOc1ccc(N2CCOCC2)cc1C(=O)OC. Yields the product CCOC(=O)C1CCOc2ccc(N3CCOCC3)cc2C1=O. As a reaction SMILES: [CH2:1]([Li:2])[CH2:3][CH2:4][CH3:5].[CH2:31]1[O:32][CH2:33][CH2:34][CH2:35]1.[CH3:6][O:7][C:8](=[O:9])[c:10]1[c:11]([O:12][CH2:13][CH2:14][CH2:15][C:16](=[O:17])[O:18][CH2:19][CH3:20])[cH:21][cH:22][c:23]([N:25]2[CH2:26][CH2:27][O:28][CH2:29][CH2:30]2)[cH:24]1>>[C:8]1(=[O:9])[c:10]2[c:11]([cH:21][cH:22][c:23]([N:25]3[CH2:26][CH2:27][O:28][CH2:29][CH2:30]3)[cH:24]2)[O:12][CH2:13][CH2:14][CH:15]1[C:16](=[O:17])[O:18][CH2:19][CH3:20]. As a reaction SMILES: [CH3:1][C@@:2]1([OH:24])[C@H:6]([OH:7])[C@@H:5]([CH2:8][OH:9])[O:4][C@H:3]1[N:10]1[CH:23]=[C:14]2[CH:15]=[CH:16][C:17]3[C:18](=[O:22])[NH:19][N:20]=[CH:21][C:12]([C:13]=32)=[N:11]1.[Br:25]N1C(=O)CCC1=O.CN([CH:36]=[O:37])C>>[CH3:1][C@@:2]1([OH:24])[C@H:6]([OH:7])[C@@H:5]([CH2:8][OH:9])[O:4][C@H:3]1[N:10]1[CH:23]=[C:14]2[CH:15]([O:37][CH3:36])[CH:16]([Br:25])[C:17]3[C:18](=[O:22])[NH:19][N:20]=[CH:21][C:12]([C:13]=32)=[N:11]1. Conditions: temperature 0 celsius, time 1 hour. The reactants are C[C@@]1([C@@H](O[C@@H]([C@H]1O)CO)N1N=C2C=3C(C=CC3C(NN=C2)=O)=C1)O (2-(2-C-Methyl-β-D-ribofuranosyl)-2,6-dihydro-7H-2,3,5,6-tetraazabenzo[cd]azulen-7-one), BrN1C(CCC1=O)=O (N-bromosuccinimide), CN(C)C=O (DMF). Procedure details: To a stirred solution of nucleoside 6.6 (10 mg, 0.030 mmol) in DMF (0.5 mL) was added N-bromosuccinimide (11.25 mg, 2.10 eq.) at 0° C. under argon. The reaction mixture was stirred at 0° C. for 1 hr then quenched with MeOH (0.5 mL). The mixture was evaporated to dryness and the residue was purified on a silica gel column with 5% MeOH in CH2Cl2 to give compound 14.1 as a mixture of diastereoisomers (8 mg, 65%). The isolated compound was characterized by 1H NMR, COSY, NOESY and LCMS. 1H NMR (300 M... The product is C[C@@]1([C@@H](O[C@@H]([C@H]1O)CO)N1N=C2C=3C(C(C(C3C(NN=C2)=O)Br)OC)=C1)O (2-(2-C-Methyl-β-D-ribofuranosyl)-8-bromo-9-methoxy-2,6,8,9-tetrahydro-7H-2,3,5,6-tetraazabenzo[cd]azulen-7-one).